The task is: describe an organic reaction: reactants, conditions, products, and yield. This data is from the Open Reaction Database (ORD), a public repository of structured organic reaction records. Reactants: N(=[N+]=[N-])C1C2CC(=C(N2C1=O)C(=O)OCC1=CC=CC=C1)Cl (benzyl 6-azido-3-chloro-1-azabicyclo[3.2.0]hept-2-en-7-one-2-carboxylate). Reagents/catalysts: [Pt]=O (platinum oxide). Solvent: C(C)(=O)OCC (ethyl acetate). Reaction conditions: time 30 minute. The product is NC1C2CC(=C(N2C1=O)C(=O)OCC1=CC=CC=C1)Cl (benzyl 6-amino-3-chloro-1-azabicyclo[3.2.0]hept-2-en-7-one-2-carboxylate). RXN SMILES: [N:1]([CH:4]1[C:10](=[O:11])[N:9]2[CH:5]1[CH2:6][C:7]([Cl:22])=[C:8]2[C:12]([O:14][CH2:15][C:16]1[CH:21]=[CH:20][CH:19]=[CH:18][CH:17]=1)=[O:13])=[N+]=[N-]>[Pt]=O.C(OCC)(=O)C>[NH2:1][CH:4]1[C:10](=[O:11])[N:9]2[CH:5]1[CH2:6][C:7]([Cl:22])=[C:8]2[C:12]([O:14][CH2:15][C:16]1[CH:21]=[CH:20][CH:19]=[CH:18][CH:17]=1)=[O:13]. Procedure details: A mixture of platinum oxide (100 mg), benzyl 6-azido-3-chloro-1-azabicyclo[3.2.0]hept-2-en-7-one-2-carboxylate (80 mg), and ethyl acetate (2 ml) is hydrogenated on a Paar shaker for 30 mins at 45 psi. The resulting mixture is filtered through a pad of silica gel G which is washed with additional ethyl acetate. The filtrate is washed with water and brine, dried with magnesium sulfate, and evaporated under vacuum to afford benzyl 6-amino-3-chloro-1-azabicyclo[3.2.0]hept-2-en-7-one-2-carboxylate. The reactants are CC(=O)OC1CSC(Br)C(OC(C)=O)C1OC(C)=O, Cc1ccccc1, CC#N, O=[Zn], N#Cc1ccc(S)cc1. Product: CC(=O)OC1CSC(Sc2ccc(C#N)cc2)C(OC(C)=O)C1OC(C)=O. RXN SMILES: [C:1]([CH3:2])(=[O:3])[O:4][CH:5]1[CH:6]([Br:19])[S:7][CH2:8][CH:9]([O:15][C:16]([CH3:17])=[O:18])[CH:10]1[O:11][C:12]([CH3:13])=[O:14].[CH3:29][c:30]1[cH:31][cH:32][cH:33][cH:34][cH:35]1.[CH3:36][C:37]#[N:38].[O:39]=[Zn:40].[SH:20][c:21]1[cH:22][cH:23][c:24]([C:25]#[N:26])[cH:27][cH:28]1>>[C:1]([CH3:2])(=[O:3])[O:4][CH:5]1[CH:6]([S:20][c:21]2[cH:22][cH:23][c:24]([C:25]#[N:26])[cH:27][cH:28]2)[S:7][CH2:8][CH:9]([O:15][C:16]([CH3:17])=[O:18])[CH:10]1[O:11][C:12]([CH3:13])=[O:14]. Starting materials: C(C1=CC=CC=C1)(=O)OC1CCN(CC1)CC1=CC=C(C=C1)[N+](=O)[O-] (1-(4-nitro-benzyl)-piperidin-4-yl benzoate). Reagents/catalysts: [Ni] (Raney-nickel). Solvent: C(C)O (ethanol). Conditions: time 2 hour. Yields the product C(C1=CC=CC=C1)(=O)OC1CCN(CC1)CC1=CC=C(C=C1)N (1-(4-amino-benzyl)-piperidin-4-yl benzoate). The yield is 84.8%. Reaction SMILES: [C:1]([O:9][CH:10]1[CH2:15][CH2:14][N:13]([CH2:16][C:17]2[CH:22]=[CH:21][C:20]([N+:23]([O-])=O)=[CH:19][CH:18]=2)[CH2:12][CH2:11]1)(=[O:8])[C:2]1[CH:7]=[CH:6][CH:5]=[CH:4][CH:3]=1>C(O)C.[Ni]>[C:1]([O:9][CH:10]1[CH2:15][CH2:14][N:13]([CH2:16][C:17]2[CH:22]=[CH:21][C:20]([NH2:23])=[CH:19][CH:18]=2)[CH2:12][CH2:11]1)(=[O:8])[C:2]1[CH:3]=[CH:4][CH:5]=[CH:6][CH:7]=1. Procedure details: 0.13 g (0.00038 mol) of 1-(4-nitro-benzyl)-piperidin-4-yl benzoate was dissolved in 7.6 ml of ethanol and treated with 0.08 g of Raney-nickel. The mixture was hydrogenated at room temperature and under normal pressure for 2 hrs. The catalyst was filtered off and, after concentration, the residue was chromatographed on silica gel with ethyl acetate/hexane (1:1) as the eluent. 0.1 g (84%) of 1-(4-amino-benzyl)-piperidin-4-yl benzoate was obtained as a yellowish oil. MS: me/e=311 (C19H23N2 O2+).